describe an organic reaction: reactants, conditions, products, and yield From a dataset of the Open Reaction Database (ORD), a public repository of structured organic reaction records. The reactants are CCN=C=NCCCN(C)C, CN1CCOCC1, ClCCl, Cl, CC(NC(=O)Cc1cc(F)cc(F)c1)C(=O)O, NC1CC=CC(c2ccccc2)N(Cc2ccccc2)C1=O. Yields the product CC(NC(=O)Cc1cc(F)cc(F)c1)C(=O)NC1CC=CC(c2ccccc2)N(Cc2ccccc2)C1=O. RXN SMILES: [CH3:40][CH2:41][N:42]=[C:43]=[N:44][CH2:45][CH2:46][CH2:47][N:48]([CH3:49])[CH3:50].[CH3:52][N:53]1[CH2:54][CH2:55][O:56][CH2:57][CH2:58]1.[Cl:59][CH2:60][Cl:61].[ClH:51].[F:23][c:24]1[cH:25][c:26]([CH2:31][C:32](=[O:33])[NH:34][CH:35]([CH3:36])[C:37](=[O:38])[OH:39])[cH:27][c:28]([F:30])[cH:29]1.[NH2:1][CH:2]1[C:3](=[O:22])[N:4]([CH2:15][c:16]2[cH:17][cH:18][cH:19][cH:20][cH:21]2)[CH:5]([c:9]2[cH:10][cH:11][cH:12][cH:13][cH:14]2)[CH:6]=[CH:7][CH2:8]1>>[NH:1]([CH:2]1[C:3](=[O:22])[N:4]([CH2:15][c:16]2[cH:17][cH:18][cH:19][cH:20][cH:21]2)[CH:5]([c:9]2[cH:10][cH:11][cH:12][cH:13][cH:14]2)[CH:6]=[CH:7][CH2:8]1)[C:37]([CH:35]([NH:34][C:32]([CH2:31][c:26]1[cH:25][c:24]([F:23])[cH:29][c:28]([F:30])[cH:27]1)=[O:33])[CH3:36])=[O:38]. Reactants: FC=1C=C(C=CC1F)N1N=CC(=C(C1=O)CCC(C)C)C1=CC=C(C=C1)S(=O)(=O)C (2-(3,4-difluorophenyl)-4-(3-methylbutyl)-5-[4-(methylsulfonyl)phenyl]-3(2H)-pyridazinone), N (NH3). Solvent: O (H2O). Product: FC=1C=C(C=CC1F)N1N=CC(=C(C1=O)CCC(C)C)C1=CC=C(C=C1)S(=O)(=O)N (2-(3,4-Difluorophenyl)-4-(3-methylbutyl)-5-[4-(aminosulfonyl)phenyl]-3(2H)-pyridazinone). As a reaction SMILES: [F:1][C:2]1[CH:3]=[C:4]([N:9]2[C:14](=[O:15])[C:13]([CH2:16][CH2:17][CH:18]([CH3:20])[CH3:19])=[C:12]([C:21]3[CH:26]=[CH:25][C:24]([S:27](C)(=[O:29])=[O:28])=[CH:23][CH:22]=3)[CH:11]=[N:10]2)[CH:5]=[CH:6][C:7]=1[F:8].[NH3:31]>O>[F:1][C:2]1[CH:3]=[C:4]([N:9]2[C:14](=[O:15])[C:13]([CH2:16][CH2:17][CH:18]([CH3:20])[CH3:19])=[C:12]([C:21]3[CH:26]=[CH:25][C:24]([S:27]([NH2:31])(=[O:29])=[O:28])=[CH:23][CH:22]=3)[CH:11]=[N:10]2)[CH:5]=[CH:6][C:7]=1[F:8]. Procedure details: The title compound was prepared according to the method of Example 384, substituting 2-(3,4-difluorophenyl)-4-(3-methylbutyl)-5-[4-(methylsulfonyl)phenyl]-3(2H)-pyridazinone in place of 2-benzyl-4-(4-fluorophenyl)-5-[4-(methylsulfonyl)phenyl]-3(2H)-pyridazinone (yield: 58 mg, 52%). mp 171-173° C. 1H NMR (300 MHz, DMSO-d6) δ 0.75 (d, 6H), 1.4, (m, 3H), 2.48 (m, 2H), 3.3 (s, 3H), 7.51 (m, 1H), 7.65 (m, 1H), 7.75 (d, J=9 Hz, 2H), 7.81 (m, 1H) 8.05 (s, 1H), 8.12 (d, J=9 Hz, 2H). MS (DCI/NH3) m/z 434... Starting materials: NC1=NC=C(N=C1OC)OC (2-amino-3,5-dimethoxypyrazine), NC(=O)N (urea), S(O)(O)(=O)=O (sulfuric acid), N(=O)[O-].[Na+] (sodium nitrite). Solvent: O (water). Run at temperature 60 celsius, time 45 minute. The product is OC1=NC=C(N=C1OC)OC (2-hydroxy-3,5-dimethoxypyrazine). As a reaction SMILES: N[C:2]1[C:7]([O:8][CH3:9])=[N:6][C:5]([O:10][CH3:11])=[CH:4][N:3]=1.S(=O)(=O)(O)[OH:13].N([O-])=O.[Na+].NC(N)=O>O>[OH:13][C:2]1[C:7]([O:8][CH3:9])=[N:6][C:5]([O:10][CH3:11])=[CH:4][N:3]=1 |f:2.3|. Procedure details: A solution of 2-amino-3,5-dimethoxypyrazine (0.02 mole) in 300 ml. of 6 M sulfuric acid at 0°-5° C. is treated with 0.022 mole sodium nitrite in 25 ml. of water at such a rate to insure that the temperature of the reaction mixture does not rise above 5° C. After standing 45 minutes at 0°-5° C., a little urea is added to destroy excess nitrous acid and the mixture then is treated with sodium hydroxide solution until strongly basic. The reaction mixture is warmed to 60° C. for one hour and then br... Starting materials: [Al+3], C=C1CCCC(C)(C)C1C(O)C#CC, [H-], [H-], [H-], [H-], [Li+]. Yields the product C=C1CCCC(C)(C)C1C(O)C=CC. As a reaction SMILES: [Al+3:16].[CH2:1]=[C:2]1[CH:3]([CH:10]([C:11]#[C:12][CH3:13])[OH:14])[C:4]([CH3:8])([CH3:9])[CH2:5][CH2:6][CH2:7]1.[H-:15].[H-:18].[H-:19].[H-:20].[Li+:17]>>[CH2:1]=[C:2]1[CH:3]([CH:10]([CH:11]=[CH:12][CH3:13])[OH:14])[C:4]([CH3:8])([CH3:9])[CH2:5][CH2:6][CH2:7]1. The reactants are aqueous solution, [OH-].[K+] (KOH), O (water), C(C)(C)O (isopropanol), C(C)(C)(C)C1CCC(CC1)=O (4-terbutyl-cyclohexanone). The solvent is CC(=O)C (acetone), C(C)(C)O.O (isopropanol H2O). The product is C(C)(C)(C)C1CCC(CC1)O (4-terbutyl-cyclohexanol). Reaction SMILES: [OH-].[K+].[C:3]([CH:7]1[CH2:12][CH2:11][C:10](=[O:13])[CH2:9][CH2:8]1)([CH3:6])([CH3:5])[CH3:4].O.C(O)(C)C>C(O)(C)C.O.CC(C)=O>[C:3]([CH:7]1[CH2:8][CH2:9][CH:10]([OH:13])[CH2:11][CH2:12]1)([CH3:6])([CH3:4])[CH3:5] |f:0.1,5.6|. Procedure details: 1 mg (2×10-5 moles) of [Ir(3,4,7,8 Me4 phen)COD]Cl oxidized with air in 50 ml of isopropanol-H2O (1%) were treated with 0.56 ml of an aqueous solution of KOH (100 mg in 50 ml of H2O) and successively heated at reflux for 1 hour. 5 g of 4-terbutyl-cyclohexanone were then added and it was heated at reflux for 30 minutes. The gaschromatographic analysis revealed a conversion of 100% and a trans/cis ratio=22.1 (95.5% of trans isomer). By addition of water and vacuum removal of the isopropanol and of... The reactants are O=C(O)c1cc(O)cc(Br)c1, CCN=C=NCCCN(C)C, CC(C)CN, ClCCl, Cl, c1ccncc1. The product is CC(C)CNC(=O)c1cc(O)cc(Br)c1. As a reaction SMILES: [Br:1][c:2]1[cH:3][c:4]([C:5](=[O:6])[OH:7])[cH:8][c:9]([OH:11])[cH:10]1.[CH2:12]([N:13]=[C:14]=[N:15][CH2:16][CH2:17][CH2:18][N:19]([CH3:20])[CH3:21])[CH3:22].[CH3:24][CH:25]([CH2:26][NH2:27])[CH3:28].[Cl:29][CH2:30][Cl:31].[ClH:23].[cH:32]1[cH:33][cH:34][n:35][cH:36][cH:37]1>>[Br:1][c:2]1[cH:3][c:4]([C:5](=[O:7])[NH:27][CH2:26][CH:25]([CH3:24])[CH3:28])[cH:8][c:9]([OH:11])[cH:10]1. Reactants: [N+](=O)([O-])C=CC1=CC(=C(C=C1)OCCCCCC)OCCCCCC (1-Nitro-2-(3,4-dihexyloxyphenyl)ethene), [H][H] (hydrogen). The reagents and catalysts are [Pd] (Pd/C). Solvent: C(C)O (ethanol), Cl (hydrochloric acid). The product is NCCC1=CC(=C(C=C1)OCCCCCC)OCCCCCC (1-Amino-2-(3,4-dihexyloxyphenyl)ethane). As a reaction SMILES: [N+:1]([CH:4]=[CH:5][C:6]1[CH:11]=[CH:10][C:9]([O:12][CH2:13][CH2:14][CH2:15][CH2:16][CH2:17][CH3:18])=[C:8]([O:19][CH2:20][CH2:21][CH2:22][CH2:23][CH2:24][CH3:25])[CH:7]=1)([O-])=O.[H][H]>C(O)C.Cl.[Pd]>[NH2:1][CH2:4][CH2:5][C:6]1[CH:11]=[CH:10][C:9]([O:12][CH2:13][CH2:14][CH2:15][CH2:16][CH2:17][CH3:18])=[C:8]([O:19][CH2:20][CH2:21][CH2:22][CH2:23][CH2:24][CH3:25])[CH:7]=1. Reported procedure: 1-Nitro-2-(3,4-dihexyloxyphenyl)ethene (30 g; 85.8 mmol) is dissolved in ethanol with the addition of hydrochloric acid and transferred to a hydrogenation autoclave charged with Pd/C. Cooling is then carried out, and hydrogen is introduced until no further reaction takes place. Filtration is then carried out over a silica gel column, followed by concentration to dryness by evaporation. Reactants: O1C(=NC2=C1C=CC=C2)C2=CC(=C(C=C2)C(C#N)C)OC (2-[4-(1,3-benzoxazol-2-yl)-2-methoxyphenyl]propanenitrile), O1C(=NC2=C1C=CC=C2)C2=CC(=C(C#N)C=C2)OC (4-(1,3-benzoxazol-2-yl)-2-methoxybenzonitrile), BrCCCBr (1,3-Dibromopropane). Product: O1C(=NC2=C1C=CC=C2)C2=CC(=C(C=C2)C2(CCC2)C#N)OC (1-[4-(1,3-benzoxazol-2-yl)-2-methoxyphenyl]cyclobutanecarbonitrile). Reaction SMILES: [O:1]1[C:5]2[CH:6]=[CH:7][CH:8]=[CH:9][C:4]=2[N:3]=[C:2]1[C:10]1[CH:15]=[CH:14][C:13]([CH:16]([CH3:19])[C:17]#[N:18])=[C:12]([O:20][CH3:21])[CH:11]=1.O1C2C=CC=CC=2N=[C:23]1[C:31]1C=CC(C#N)=C(OC)C=1.BrCCCBr>>[O:1]1[C:5]2[CH:6]=[CH:7][CH:8]=[CH:9][C:4]=2[N:3]=[C:2]1[C:10]1[CH:15]=[CH:14][C:13]([C:16]2([C:17]#[N:18])[CH2:31][CH2:23][CH2:19]2)=[C:12]([O:20][CH3:21])[CH:11]=1. Procedure: Utilizing the general procedure outlined in the synthesis of 2-[4-(1,3-benzoxazol-2-yl)-2-methoxyphenyl]propanenitrile, 4-(1,3-benzoxazol-2-yl)-2-methoxybenzonitrile (250 mg, 0.95 mmol) was reacted with 1,3-Dibromopropane (120 μL, 1.1 mmol) to afford the desired 1-[4-(1,3-benzoxazol-2-yl)-2-methoxyphenyl]cyclobutanecarbonitrile as a colorless solid: 1H NMR (CDCl3, 300 MHz) δ 7.89–7.87 (m, 3H), 7.62–7.55 (m, 1H) 7.39–7.36 (m, 2H), 7.32–7.26 (m, 1H), 4.05 (s, 3H), 2.90–2.83 (m, 2H), 2.67–2.47 (m, ... Reactants: CCCI, CN(C)C=O, [Na], Oc1cc(-c2nc3ncccc3o2)cc2c1CCCC2. Product: CCCOc1cc(-c2nc3ncccc3o2)cc2c1CCCC2. Reaction SMILES: [CH2:22]([CH2:23][CH3:24])[I:25].[CH3:26][N:27]([CH3:28])[CH:29]=[O:30].[Na:21].[OH:1][c:2]1[cH:3][c:4](-[c:12]2[o:13][c:14]3[c:15]([n:16][cH:17][cH:18][cH:19]3)[n:20]2)[cH:5][c:6]2[c:11]1[CH2:10][CH2:9][CH2:8][CH2:7]2>>[O:1]([c:2]1[cH:3][c:4](-[c:12]2[o:13][c:14]3[c:15]([n:16][cH:17][cH:18][cH:19]3)[n:20]2)[cH:5][c:6]2[c:11]1[CH2:10][CH2:9][CH2:8][CH2:7]2)[CH2:22][CH2:23][CH3:24]. Starting materials: CC(C)(C)[Si](C)(C)Cl, CC(C)(C)OC(=O)N1CCC(O)CC1, CN(C)C=O, c1c[nH]cn1. Product: CC(C)(C)OC(=O)N1CCC(O[Si](C)(C)C(C)(C)C)CC1. RXN SMILES: [C:15]([CH3:16])([CH3:17])([CH3:18])[Si:19]([CH3:20])([CH3:21])[Cl:22].[C:1]([CH3:2])([CH3:3])([CH3:4])[O:5][C:6](=[O:7])[N:8]1[CH2:9][CH2:10][CH:11]([OH:14])[CH2:12][CH2:13]1.[O:28]=[CH:29][N:30]([CH3:31])[CH3:32].[nH:23]1[cH:24][cH:25][n:26][cH:27]1>>[C:1]([CH3:2])([CH3:3])([CH3:4])[O:5][C:6](=[O:7])[N:8]1[CH2:9][CH2:10][CH:11]([O:14][Si:19]([C:15]([CH3:16])([CH3:17])[CH3:18])([CH3:20])[CH3:21])[CH2:12][CH2:13]1.